Dataset: the Open Reaction Database (ORD), a public repository of structured organic reaction records. Task: describe an organic reaction: reactants, conditions, products, and yield The reactants are Cn1nccc1-c1ncc(Sc2cccc(C3(C(N)=O)CCOCC3)c2)cc1Cl, ClCCl, O=C(OC(=O)C(F)(F)F)C(F)(F)F, c1ccncc1. Yields the product Cn1nccc1-c1ncc(Sc2cccc(C3(C#N)CCOCC3)c2)cc1Cl. RXN SMILES: [Cl:1][c:2]1[cH:3][c:4]([S:14][c:15]2[cH:16][c:17]([C:21]3([C:27](=[O:28])[NH2:29])[CH2:22][CH2:23][O:24][CH2:25][CH2:26]3)[cH:18][cH:19][cH:20]2)[cH:5][n:6][c:7]1-[c:8]1[cH:9][cH:10][n:11][n:12]1[CH3:13].[Cl:49][CH2:50][Cl:51].[F:36][C:37]([F:38])([F:39])[C:40]([O:41][C:42](=[O:43])[C:44]([F:45])([F:46])[F:47])=[O:48].[cH:30]1[cH:31][cH:32][n:33][cH:34][cH:35]1>>[Cl:1][c:2]1[cH:3][c:4]([S:14][c:15]2[cH:16][c:17]([C:21]3([C:27]#[N:29])[CH2:22][CH2:23][O:24][CH2:25][CH2:26]3)[cH:18][cH:19][cH:20]2)[cH:5][n:6][c:7]1-[c:8]1[cH:9][cH:10][n:11][n:12]1[CH3:13]. Reactants: CN(C)C(=O)COc1ccc2c(c1)CC(NCC(O)c1ccc3c(c1)COC(C)(C)O3)CC2, COCCOC, Cl. The product is CN(C)C(=O)COc1ccc2c(c1)CC(NCC(O)c1ccc(O)c(CO)c1)CC2. Reaction SMILES: [CH3:1][C:2]1([CH3:33])[O:3][CH2:4][c:5]2[c:6]([cH:8][cH:9][c:10]([CH:12]([CH2:13][NH:14][CH:15]3[CH2:16][c:17]4[cH:18][c:19]([O:25][CH2:26][C:27](=[O:28])[N:29]([CH3:30])[CH3:31])[cH:20][cH:21][c:22]4[CH2:23][CH2:24]3)[OH:32])[cH:11]2)[O:7]1.[CH3:35][O:36][CH2:37][CH2:38][O:39][CH3:40].[ClH:34]>>[OH:3][CH2:4][c:5]1[c:6]([OH:7])[cH:8][cH:9][c:10]([CH:12]([CH2:13][NH:14][CH:15]2[CH2:16][c:17]3[cH:18][c:19]([O:25][CH2:26][C:27](=[O:28])[N:29]([CH3:30])[CH3:31])[cH:20][cH:21][c:22]3[CH2:23][CH2:24]2)[OH:32])[cH:11]1. Reactants: CC1=NOC(=C1CN1N=CC(=C1)N1C(NCC1=O)=O)C (3-(1-((3,5-dimethylisoxazol-4-yl)methyl)-1H-pyrazol-4-yl)imidazolidine-2,4-dione), O1COC2=C1C=CC(=C2)CO (benzo[d][1,3]dioxol-5-ylmethanol). Product: O1COC2=C1C=CC(=C2)CN2C(N(C(C2)=O)C=2C=NN(C2)CC=2C(=NOC2C)C)=O (1-(benzo[d][1,3]dioxol-5-ylmethyl)-3-(1-((3,5-dimethylisoxazol-4-yl)methyl)-1H-pyrazol-4-yl)imidazolidine-2,4-dione). Yield: 19.0%. As a reaction SMILES: [CH3:1][C:2]1[C:6]([CH2:7][N:8]2[CH:12]=[C:11]([N:13]3[C:17](=[O:18])[CH2:16][NH:15][C:14]3=[O:19])[CH:10]=[N:9]2)=[C:5]([CH3:20])[O:4][N:3]=1.[O:21]1[C:25]2[CH:26]=[CH:27][C:28]([CH2:30]O)=[CH:29][C:24]=2[O:23][CH2:22]1>>[O:21]1[C:25]2[CH:26]=[CH:27][C:28]([CH2:30][N:15]3[CH2:16][C:17](=[O:18])[N:13]([C:11]4[CH:10]=[N:9][N:8]([CH2:7][C:6]5[C:2]([CH3:1])=[N:3][O:4][C:5]=5[CH3:20])[CH:12]=4)[C:14]3=[O:19])=[CH:29][C:24]=2[O:23][CH2:22]1. Procedure details: Prepared as in example 10-35 from 3-(1-((3,5-dimethylisoxazol-4-yl)methyl)-1H-pyrazol-4-yl)imidazolidine-2,4-dione (example 10-1) and benzo[d][1,3]dioxol-5-ylmethanol. Yield: 19%. 1H NMR (DMSO, 400 MHz): δ2.143 (s, 3H), 2.408 (s, 3H), 3.977 (s, 2H), 4.440 (s, 2H), 5.202 (s, 2H), 6.003 (s, 2H), 6.897 (m, 3H), 7.788 (s, 1H), 8.181 (s, 1H). MS M+H calculated 410.1; found 410.1. The title compound was shown to inhibit hT2R08 bitter receptor and had an IC50 of 0.07 uM. Starting materials: C(C)N1CCCC12CN(CC2)C2=CC(=C(C=C2)[N+](=O)[O-])OC(C)C (1-ethyl-7-[4-nitro-3-(propan-2-yloxy)phenyl]-1,7-diazaspiro[4.4]nonane), O.NN (hydrazine hydrate), O.NN (hydrazine hydrate). The reagents and catalysts are [Pd] (palladium-on-carbon). The solvent is C(C)O (ethanol). Reaction conditions: temperature 80 celsius. Yields the product C(C)N1CCCC12CN(CC2)C2=CC(=C(N)C=C2)OC(C)C (4-(1-ethyl-1,7-diazaspiro[4.4]non-7-yl)-2-(propan-2-yloxy)aniline). Yield: 101.1%. Reaction SMILES: [CH2:1]([N:3]1[C:7]2([CH2:11][CH2:10][N:9]([C:12]3[CH:17]=[CH:16][C:15]([N+:18]([O-])=O)=[C:14]([O:21][CH:22]([CH3:24])[CH3:23])[CH:13]=3)[CH2:8]2)[CH2:6][CH2:5][CH2:4]1)[CH3:2].O.NN>C(O)C.[Pd]>[CH2:1]([N:3]1[C:7]2([CH2:11][CH2:10][N:9]([C:12]3[CH:17]=[CH:16][C:15]([NH2:18])=[C:14]([O:21][CH:22]([CH3:23])[CH3:24])[CH:13]=3)[CH2:8]2)[CH2:6][CH2:5][CH2:4]1)[CH3:2] |f:1.2|. Procedure details: A mixture of 250 mg of 1-ethyl-7-[4-nitro-3-(propan-2-yloxy)phenyl]-1,7-diazaspiro[4.4]nonane, 450 mg of hydrazine hydrate and 40 mg of 10% palladium-on-carbon in 10 ml of ethanol is heated at 80° C. (bath) for 4 h 30 min. 450 mg of hydrazine hydrate are then added and the reflux is maintained for 1 h. The mixture is filtered and the filtrate is concentrated under vacuum, so as to obtain 230 mg of 4-(1-ethyl-1,7-diazaspiro[4.4]non-7-yl)-2-(propan-2-yloxy)aniline in the form of a brown oil. Reactants: CN(C)C1(c2ccccc2)CCC(=O)CC1, CC(=O)O, ClCCCl, Cl, NC(=O)C(N)Cc1c[nH]c2ccccc12, [Na+], [Na+], [Na+], O=C([O-])O, O=S(=O)([O-])[O-], C1CCOC1. The product is CN(C)C1(c2ccccc2)CCC(NC(Cc2c[nH]c3ccccc23)C(N)=O)CC1. Reaction SMILES: [CH3:22][N:23]([C:24]1([c:31]2[cH:32][cH:33][cH:34][cH:35][cH:36]2)[CH2:25][CH2:26][C:27](=[O:30])[CH2:28][CH2:29]1)[CH3:37].[CH3:38][C:39](=[O:40])[OH:41].[Cl:54][CH2:55][CH2:56][Cl:57].[ClH:1].[NH2:2][CH:3]([CH2:4][c:5]1[cH:6][nH:7][c:8]2[cH:9][cH:10][cH:11][cH:12][c:13]12)[C:14]([NH2:15])=[O:16].[Na+:21].[Na+:42].[Na+:43].[O-:17][C:18]([OH:19])=[O:20].[O-:44][S:45]([O-:46])(=[O:47])=[O:48].[O:49]1[CH2:50][CH2:51][CH2:52][CH2:53]1>>[NH:2]([CH:3]([CH2:4][c:5]1[cH:6][nH:7][c:8]2[cH:9][cH:10][cH:11][cH:12][c:13]12)[C:14]([NH2:15])=[O:16])[CH:27]1[CH2:26][CH2:25][C:24]([N:23]([CH3:22])[CH3:37])([c:31]2[cH:32][cH:33][cH:34][cH:35][cH:36]2)[CH2:29][CH2:28]1. The reactants are BrC=1C(=[N+](C(=CC1)C)[O-])OC (3-bromo-2-methoxy-6-methyl-pyridine 1-oxide), C(C)(=O)OC(C)=O (acetic anhydride). Product: BrC=1C=CC(=NC1OC)CC(=O)OC (methyl 5-bromo-6-methoxy-pyridin-2-yl-acetate). RXN SMILES: [Br:1][C:2]1[C:3]([O:10][CH3:11])=[N+:4]([O-])[C:5]([CH3:8])=[CH:6][CH:7]=1.[C:12]([O:15][C:16](=O)C)(=[O:14])C>>[Br:1][C:2]1[CH:7]=[CH:6][C:5]([CH2:8][C:12]([O:15][CH3:16])=[O:14])=[N:4][C:3]=1[O:10][CH3:11]. Procedure: step c—A solution of 52b (0.47 g) and acetic anhydride (4.0 mL) was heated at 120° C. for 2 h, The reaction mixture was concentrated in vacuo and purified on a SiO2 column eluting with 5% EtOAc/hexane to afford methyl 5-bromo-6-methoxy-pyridin-2-yl-acetate (52c).